From a dataset of the Open Reaction Database (ORD), a public repository of structured organic reaction records. describe an organic reaction: reactants, conditions, products, and yield Reactants: [BH4-], CCCCCCN, CO, NC(=O)c1cnc(Oc2ccc(C=O)cc2F)cn1, [Na+]. Product: CCCCCCNCc1ccc(Oc2cnc(C(N)=O)cn2)c(F)c1. Reaction SMILES: [BH4-:27].[CH2:20]([CH2:21][CH2:22][CH2:23][CH2:24][CH3:25])[NH2:26].[CH3:29][OH:30].[F:1][c:2]1[c:3]([O:4][c:5]2[n:6][cH:7][c:8]([C:11](=[O:12])[NH2:13])[n:9][cH:10]2)[cH:14][cH:15][c:16]([CH:18]=[O:19])[cH:17]1.[Na+:28]>>[F:1][c:2]1[c:3]([O:4][c:5]2[n:6][cH:7][c:8]([C:11](=[O:12])[NH2:13])[n:9][cH:10]2)[cH:14][cH:15][c:16]([CH2:18][NH:26][CH2:20][CH2:21][CH2:22][CH2:23][CH2:24][CH3:25])[cH:17]1. Starting materials: CS(=O)(=O)OCC1N(C(OC1)=O)C1=CC=C(C=C1)Cl (3-(4-chlorophenyl)-2-oxooxazolidin-4-ylmethyl methanesulfonate), OC1=CC=C(C(=O)OC)C=C1 (methyl 4-hydroxybenzoate), C([O-])([O-])=O.[K+].[K+] (potassium carbonate). Solvent: CN(C=O)C (N,N-dimethylformamide). Conditions: temperature 60 celsius, time 12 hour. Yields the product ClC1=CC=C(C=C1)N1C(OCC1COC1=CC=C(C(=O)OC)C=C1)=O (methyl 4-[3-(4-chlorophenyl)-2-oxooxazolidin-4-yl]methoxybenzoate). Yield: 90.1%. RXN SMILES: CS([O:5][CH2:6][CH:7]1[CH2:11][O:10][C:9](=[O:12])[N:8]1[C:13]1[CH:18]=[CH:17][C:16]([Cl:19])=[CH:15][CH:14]=1)(=O)=O.O[C:21]1[CH:30]=[CH:29][C:24]([C:25]([O:27][CH3:28])=[O:26])=[CH:23][CH:22]=1.C(=O)([O-])[O-].[K+].[K+]>CN(C)C=O>[Cl:19][C:16]1[CH:17]=[CH:18][C:13]([N:8]2[CH:7]([CH2:6][O:5][C:21]3[CH:30]=[CH:29][C:24]([C:25]([O:27][CH3:28])=[O:26])=[CH:23][CH:22]=3)[CH2:11][O:10][C:9]2=[O:12])=[CH:14][CH:15]=1 |f:2.3.4|. Procedure: In 20 ml of N,N-dimethylformamide was dissolved 1.50 g of 3-(4-chlorophenyl)-2-oxooxazolidin-4-ylmethyl methanesulfonate and 0.80 g of methyl 4-hydroxybenzoate. To the solution was added 0.80 g of anhydrous potassium carbonate, and the mixture was stirred at 60° C. for 12 hours. The reaction mixture was concentrated under reduced pressure and water was added thereto. The obtained residue was recrystallized from methanol to give 1.60 g of the title compound (compound 176) in a yield of 90%. Procedure: A solution of diisopropylamine (0.63 mL, 4.5 mmol) in THF (16 mL) at 0° C. was treated with 1.6 M n-butyllithium in sol'n in hexanes (2.8 mL). The resulting solution was stirred at 0° C. for 10 min, then cooled to −78° C. 3-Pentanone (0.41 mL, 4.1 mmol) was added and the resulting mixture was stirred cold for 1 h. A solution of 1-(t-butoxycarbonyl)-4-formylpiperidine (435 mg, 2.05 mmol) (from Step B) in THF (3 mL) was then added. After 15 min, the reaction was quenched with sat'd ammonium chlori... Reaction SMILES: C(NC(C)C)(C)C.C([Li])CCC.[CH3:13][CH2:14][C:15](=[O:18])[CH2:16][CH3:17].[C:19]([O:23][C:24]([N:26]1[CH2:31][CH2:30][CH:29]([CH:32]=[O:33])[CH2:28][CH2:27]1)=[O:25])([CH3:22])([CH3:21])[CH3:20]>C1COCC1>[C:19]([O:23][C:24]([N:26]1[CH2:31][CH2:30][CH:29]([CH:32]([OH:33])[CH:14]([CH3:13])[C:15](=[O:18])[CH2:16][CH3:17])[CH2:28][CH2:27]1)=[O:25])([CH3:22])([CH3:21])[CH3:20]. Starting materials: CCC(CC)=O (3-Pentanone), C(C)(C)NC(C)C (diisopropylamine), C(CCC)[Li] (n-butyllithium), C(C)(C)(C)OC(=O)N1CCC(CC1)C=O (1-(t-butoxycarbonyl)-4-formylpiperidine). Yield: 84.2%. Solvent: C1CCOC1 (THF), hexanes, C1CCOC1 (THF). Product: hexanes ethyl acetate, C(C)(C)(C)OC(=O)N1CCC(CC1)C(C(C(CC)=O)C)O (1-(t-Butoxycarbonyl)-4-(1-(RS)-hydroxy-2-(RS)-methyl-3-oxopent-1-yl)piperidine). Conditions: temperature 0 celsius, time 10 minute. Starting materials: COC1=CC=C(C=C1)C(C(=O)OCC)=CN(C)C (ethyl α-(p-methoxyphenyl)-β-(dimethylamino)acrylate), Pt, O (water). Reagents/catalysts: [Pt] (Pt/C). Solvent: Cl (hydrochloric acid), C(C)O (ethanol). Run at time 3 day. The product is COC1=CC=C(C=C1)C(C(=O)OCC)CN(C)C (ethyl α-(p-methoxyphenyl)-β-(dimethylamino)propionate). The yield is 82.0%. RXN SMILES: [CH3:1][O:2][C:3]1[CH:8]=[CH:7][C:6]([C:9](=[CH:15][N:16]([CH3:18])[CH3:17])[C:10]([O:12][CH2:13][CH3:14])=[O:11])=[CH:5][CH:4]=1.O>C(O)C.Cl.[Pt]>[CH3:1][O:2][C:3]1[CH:4]=[CH:5][C:6]([CH:9]([CH2:15][N:16]([CH3:18])[CH3:17])[C:10]([O:12][CH2:13][CH3:14])=[O:11])=[CH:7][CH:8]=1. Reported procedure: 4.645 g (0.0186 mol) of ethyl α-(p-methoxyphenyl)-β-(dimethylamino)acrylate were dissolved in 225 ml of ethanol in a 1 liter glass reactor, 7,46 g of Pt/C type 18 catalyst were added (4.83% Pt and 59.70% water) and a pressure of 200 psi of H2 was applied. The mixture was left hydrogenating for 3 days, after which it was filtered through Celite® 535 and was washed with 2×40 ml of ethanol. The ethanol was then removed under vacuum, to give a residue weighing 0.72 g. The residue was suspended in 40... The reactants are FC(C(C=CNC=CC#N)=O)(F)F (3-[(4,4,4-Trifluoro-3-oxo-1-butenyl)amino]-2propenenitrile), CCCCCC.CC(=O)C (hexane acetone), [OH-].[Na+] (sodium hydroxide). Solvent: CO (methanol). Yields the product FC(C1=CC=NC=C1C(=O)N)(F)F (4-Trifluoromethylnicotinamide). Yield: 65.6%. As a reaction SMILES: [F:1][C:2]([F:13])([F:12])[C:3](=O)[CH:4]=[CH:5][NH:6][CH:7]=[CH:8][C:9]#[N:10].[OH-].[Na+].CCCCCC.CC(C)=[O:24]>CO>[F:1][C:2]([F:13])([F:12])[C:3]1[C:8]([C:9]([NH2:10])=[O:24])=[CH:7][N:6]=[CH:5][CH:4]=1 |f:1.2,3.4|. Reported procedure: 3-[(4,4,4-Trifluoro-3-oxo-1-butenyl)amino]-2propenenitrile (a mixture of IIa and IIb; 1.90 g, 10 mmol) was dissolved in methanol (15 ml), and sodium hydroxide (600 mg, 15 mmol) was added. The mixture was heated under reflux for 6 hours. The reaction mixture was concentrated under reduced pressure. The resulting residue was purified by silica gel column chromatography (a eluting solvent: hexane/acetone=1/1) to obtain 1.25 g (yield 65.6%) of the title compound. The reactants are [BH4-], [C-]#N, CCO, CS(=O)(=O)O, OCCC1CCCCC1, O=CCC1CCCCC1, ClCCl, [Na+], Cc1ccc(S(=O)(=O)[O-])cc1, O=S(=O)([O-])C(F)(F)F, O=S(=O)(Cl)Cl, O=[SH](=O)[O-], Cc1ccccc1. Yields the product N#CCCC1CCCCC1. Reaction SMILES: [BH4-:19].[C-:54]#[N:55].[CH2:66]([OH:67])[CH3:68].[CH3:21][S:22]([OH:23])(=[O:24])=[O:25].[CH:10]1([CH2:11][CH2:12][OH:13])[CH2:14][CH2:15][CH2:16][CH2:17][CH2:18]1.[CH:1]1([CH2:7][CH:8]=[O:9])[CH2:2][CH2:3][CH2:4][CH2:5][CH2:6]1.[Cl:56][CH2:57][Cl:58].[Na+:20].[O-:26][S:27]([c:28]1[cH:29][cH:30][c:31]([CH3:32])[cH:33][cH:34]1)(=[O:35])=[O:36].[O-:37][S:38]([C:39]([F:40])([F:41])[F:42])(=[O:43])=[O:44].[S:45]([Cl:46])([Cl:47])(=[O:48])=[O:49].[SH:50](=[O:51])(=[O:52])[O-:53].[c:59]1([CH3:60])[cH:61][cH:62][cH:63][cH:64][cH:65]1>>[CH:1]1([CH2:7][CH2:8][C:54]#[N:55])[CH2:2][CH2:3][CH2:4][CH2:5][CH2:6]1. The reactants are CO, O=C(O)c1c[nH]c2ccc(Cl)cc12, O=S(=O)(O)O. The product is COC(=O)c1c[nH]c2ccc(Cl)cc12. RXN SMILES: [CH3:19][OH:20].[Cl:1][c:2]1[cH:3][c:4]2[c:5]([C:11](=[O:12])[OH:13])[cH:6][nH:7][c:8]2[cH:9][cH:10]1.[S:14](=[O:15])(=[O:16])([OH:17])[OH:18]>>[Cl:1][c:2]1[cH:3][c:4]2[c:5]([C:11]([O:12][CH3:19])=[O:13])[cH:6][nH:7][c:8]2[cH:9][cH:10]1. Reactants: CN1Cc2c(I)ncn2-c2cccc(Br)c2C1=O, CCNCC, [Cu]I, Cl[Pd]Cl, C#Cc1ccccc1, c1ccc(P(c2ccccc2)c2ccccc2)cc1, c1ccc(P(c2ccccc2)c2ccccc2)cc1. Product: CN1Cc2c(C#Cc3ccccc3)ncn2-c2cccc(Br)c2C1=O. As a reaction SMILES: [Br:1][c:2]1[cH:3][cH:4][cH:5][c:6]2[c:7]1[C:8](=[O:18])[N:9]([CH3:17])[CH2:10][c:11]1[n:12]-2[cH:13][n:14][c:15]1[I:16].[CH2:27]([NH:28][CH2:29][CH3:30])[CH3:31].[Cu:73][I:74].[Pd:32]([Cl:33])[Cl:34].[c:19]1([C:25]#[CH:26])[cH:20][cH:21][cH:22][cH:23][cH:24]1.[c:35]1([P:36]([c:37]2[cH:38][cH:39][cH:40][cH:41][cH:42]2)[c:43]2[cH:44][cH:45][cH:46][cH:47][cH:48]2)[cH:49][cH:50][cH:51][cH:52][cH:53]1.[c:54]1([P:55]([c:56]2[cH:57][cH:58][cH:59][cH:60][cH:61]2)[c:62]2[cH:63][cH:64][cH:65][cH:66][cH:67]2)[cH:68][cH:69][cH:70][cH:71][cH:72]1>>[Br:1][c:2]1[cH:3][cH:4][cH:5][c:6]2[c:7]1[C:8](=[O:18])[N:9]([CH3:17])[CH2:10][c:11]1[n:12]-2[cH:13][n:14][c:15]1[C:26]#[C:25][c:19]1[cH:20][cH:21][cH:22][cH:23][cH:24]1. RXN SMILES: [CH2:29]([NH:30][c:31]1[cH:32][cH:33][c:34]([CH2:35][CH:36]=[O:54])[cH:37][cH:38]1)[CH2:39][CH2:40][CH2:41][CH2:42][CH2:43][CH2:44][CH2:45][CH2:46][CH2:47][CH2:48][CH2:49][CH2:50][CH2:51][CH2:52][CH3:53].[CH2:2]([CH2:3][CH2:4][CH2:5][CH2:6][CH2:7][CH2:8][CH2:9][CH2:10][CH2:11][CH2:12][CH2:13][CH2:14][CH2:15][CH2:16][CH3:17])[NH:18][c:19]1[cH:20][cH:21][c:22]([CH:23]=[CH:24][C:25]#[N:26])[cH:27][cH:28]1.[CH2:55]([NH:56][c:57]1[cH:58][cH:59][c:60]([CH2:61][CH2:62][CH2:63][CH:64]=[O:65])[cH:66][cH:67]1)[CH2:68][CH2:69][CH2:70][CH2:71][CH2:72][CH2:73][CH2:74][CH2:75][CH2:76][CH2:77][CH2:78][CH2:79][CH2:80][CH2:81][CH3:82].[Cl-:1]>>[CH2:2]([CH2:3][CH2:4][CH2:5][CH2:6][CH2:7][CH2:8][CH2:9][CH2:10][CH2:11][CH2:12][CH2:13][CH2:14][CH2:15][CH2:16][CH3:17])[NH:18][c:19]1[cH:20][cH:21][c:22]([CH:23]=[CH:24][CH:25]=[O:54])[cH:27][cH:28]1. Starting materials: CCCCCCCCCCCCCCCCNc1ccc(CC=O)cc1, CCCCCCCCCCCCCCCCNc1ccc(C=CC#N)cc1, CCCCCCCCCCCCCCCCNc1ccc(CCCC=O)cc1, [Cl-]. Yields the product CCCCCCCCCCCCCCCCNc1ccc(C=CC=O)cc1. The reactants are solution, [OH-].[Na+] (sodium hydroxide), C(C)(C)(C)C=1C=C(C(=C(C1)NC(=O)C=1N(C2=C(C=CC=C2C1)C(=O)OC)C)OC)NS(=O)(=O)C (methyl 2-(5-tert-butyl-3-methanesulphonylamino-2-methoxy-phenylcarbamoyl)-1-methyl-1H-indole-7-carboxylate), [H-].[Al+3].[Li+].[H-].[H-].[H-] (lithium aluminium hydride). The solvent is C(C)(=O)OCC (ethyl acetate), O1CCCC1 (tetrahydrofuran), O1CCCC1 (tetrahydrofuran). Reaction conditions: temperature 0 celsius, time 2 hour. Yields the product C(C)(C)(C)C=1C=C(C(=C(C1)NC(=O)C=1N(C2=C(C=CC=C2C1)CO)C)OC)NS(=O)(=O)C (7-hydroxymethyl-1-methyl-1H-indole-2-carboxylic acid-(5-tert-butyl-3-methanesulphonylamino-2-methoxy-phenyl)-amide). As a reaction SMILES: [C:1]([C:5]1[CH:6]=[C:7]([NH:30][S:31]([CH3:34])(=[O:33])=[O:32])[C:8]([O:28][CH3:29])=[C:9]([NH:11][C:12]([C:14]2[N:15]([CH3:27])[C:16]3[C:21]([CH:22]=2)=[CH:20][CH:19]=[CH:18][C:17]=3[C:23](OC)=[O:24])=[O:13])[CH:10]=1)([CH3:4])([CH3:3])[CH3:2].[H-].[Al+3].[Li+].[H-].[H-].[H-].[OH-].[Na+]>O1CCCC1.C(OCC)(=O)C>[C:1]([C:5]1[CH:6]=[C:7]([NH:30][S:31]([CH3:34])(=[O:32])=[O:33])[C:8]([O:28][CH3:29])=[C:9]([NH:11][C:12]([C:14]2[N:15]([CH3:27])[C:16]3[C:21]([CH:22]=2)=[CH:20][CH:19]=[CH:18][C:17]=3[CH2:23][OH:24])=[O:13])[CH:10]=1)([CH3:4])([CH3:2])[CH3:3] |f:1.2.3.4.5.6,7.8|. Reported procedure: Under argon 14.7 g of methyl 2-(5-tert-butyl-3-methanesulphonylamino-2-methoxy-phenylcarbamoyl)-1-methyl-1H-indole-7-carboxylate are dissolved in 120 ml of tetrahydrofuran, cooled to 0° C. and combined dropwise with 60 ml of a 1 M solution of lithium aluminium hydride in tetrahydrofuran. The mixture is stirred for 2 hours and then the reaction is stopped by the dropwise addition of 30 ml of 2 N sodium hydroxide solution. Then the mixture is stirred for 30 minutes, diluted with ethyl acetate and ...